Dataset: the Open Reaction Database (ORD), a public repository of structured organic reaction records. Task: describe an organic reaction: reactants, conditions, products, and yield As a reaction SMILES: [CH2:1]([N:5](CC(C)=C)[C:6]1[CH:11]=CC=C[CH:7]=1)[CH2:2][CH2:3][CH3:4].[C:16]1([CH3:23])[C:17](C)=[CH:18][CH:19]=[CH:20][CH:21]=1>[Cl-].[Zn+2].[Cl-]>[CH2:1]([N:5]1[C:17]2[C:16](=[CH:21][CH:20]=[CH:19][CH:18]=2)[CH2:23][C:6]1([CH3:11])[CH3:7])[CH2:2][CH2:3][CH3:4] |f:2.3.4|. Reactants: C(CCC)N(C1=CC=CC=C1)CC(=C)C (N-butyl-N-(2-methylprop-2-eneyl)aniline), C=1(C(=CC=CC1)C)C (xylene). Product: C(CCC)N1C(CC2=CC=CC=C12)(C)C (1-butyl-2,2-dimethylindoline). Procedure: A mixture of N-butyl-N-(2-methylprop-2-eneyl)aniline (9.6 parts), zinc chloride (6.12 parts) and xylene (20 parts) was heated under reflux with vigorous stirring for 4.75 hours. The cooled mixture was filtered and the organic phase evaporated to leave 1-butyl-2,2-dimethylindoline (5.3 parts). Reagents/catalysts: [Cl-].[Zn+2].[Cl-] (zinc chloride). Run at time 4.75 hour. Starting materials: FC=1C=C(C=C(C1)F)C1=C(C(C2=CC=C(C=C12)O)=O)C=1C=NC=CC1 (3-(3,5-Difluorophenyl)-5-hydroxy-2-(pyridin-3-yl)-1H-inden-1-one), C(=O)([O-])[O-].[K+].[K+] (K2CO3), Cl.ClCCN1CCOCC1 (4-(2-chloroethyl)morpholine hydrochloride). Run in CN(C)C=O (DMF), O (H2O). Conditions: temperature 80 celsius. Product: FC=1C=C(C=C(C1)F)C1=C(C(C2=CC=C(C=C12)OCCN1CCOCC1)=O)C=1C=NC=CC1 (3-(3,5-Difluorophenyl)-5-[2-(morpholin-4-yl)ethoxy]-2-(pyridin-3-yl)-1H-inden-1-one). Yield: 68.1%. As a reaction SMILES: [F:1][C:2]1[CH:3]=[C:4]([C:9]2[C:17]3[C:12](=[CH:13][CH:14]=[C:15]([OH:18])[CH:16]=3)[C:11](=[O:19])[C:10]=2[C:20]2[CH:21]=[N:22][CH:23]=[CH:24][CH:25]=2)[CH:5]=[C:6]([F:8])[CH:7]=1.C([O-])([O-])=O.[K+].[K+].Cl.Cl[CH2:34][CH2:35][N:36]1[CH2:41][CH2:40][O:39][CH2:38][CH2:37]1>CN(C=O)C.O>[F:8][C:6]1[CH:5]=[C:4]([C:9]2[C:17]3[C:12](=[CH:13][CH:14]=[C:15]([O:18][CH2:34][CH2:35][N:36]4[CH2:41][CH2:40][O:39][CH2:38][CH2:37]4)[CH:16]=3)[C:11](=[O:19])[C:10]=2[C:20]2[CH:21]=[N:22][CH:23]=[CH:24][CH:25]=2)[CH:3]=[C:2]([F:1])[CH:7]=1 |f:1.2.3,4.5|. Procedure: To a solution of 3-(3,5-difluorophenyl)-5-hydroxy-2-(pyridin-3-yl)-1H-inden-1-one (60 mg, 0.18 mmol) obtained in Step 5 in DMF (2 mL) was added K2CO3(75 mg, 0.54 mmol) and 4-(2-chloroethyl)morpholine hydrochloride (50 mg, 0.27 mmol). The mixture was heated to 80° C. for 3 h and cooled to room temperature. The resulting solution was diluted with H2O and extracted with EtOAc (5 mL×3). The extracts were washed with H2O and brine, dried over MgSO4, and concentrated in vacuo. The residue was purified... Reactants: Cl.C1(CCCCC1)C1=CC=NC=C1C(=O)O (4-Cyclohexylnicotinic acid hydrochloride), ClC1=CC(=CC=C1)C(=O)OO (metachloroperbenzoic acid). The solvent is C(Cl)Cl (methylene chloride), C(Cl)Cl (CH2Cl2). Run at time 8 hour. The product is C(=O)(O)C=1C=[N+](C=CC1C1CCCCC1)[O-] (3-carboxy-4-cyclohexyl-pyridine N-oxide). As a reaction SMILES: Cl.[CH:2]1([C:8]2[C:13]([C:14]([OH:16])=[O:15])=[CH:12][N:11]=[CH:10][CH:9]=2)[CH2:7][CH2:6][CH2:5][CH2:4][CH2:3]1.ClC1C=CC=C(C(OO)=[O:25])C=1>C(Cl)Cl>[C:14]([C:13]1[CH:12]=[N+:11]([O-:25])[CH:10]=[CH:9][C:8]=1[CH:2]1[CH2:3][CH2:4][CH2:5][CH2:6][CH2:7]1)([OH:16])=[O:15] |f:0.1|. Procedure: 4-Cyclohexylnicotinic acid hydrochloride (4.5 g, 0.018 mol) is dissolved in methylene chloride (40 ml). This solution is mixed with a cold solution of metachloroperbenzoic acid (10.82 g, 0.063 mol) in CH2Cl2 (80 ml), and the resulting mixture is stirred at room temperature overnight. The precipitate obtained is filtered and the filtrate evaporated to dryness. The residue is suspended in ether. The precipitate is filtered, washed with ether and dried to yield 3-carboxy-4-cyclohexyl-pyridine N-oxi...